The task is: describe an organic reaction: reactants, conditions, products, and yield. This data is from the Open Reaction Database (ORD), a public repository of structured organic reaction records. The reactants are COC(=O)C1CN(C(=O)OCc2ccccc2)C2CCN(C(=O)C(NC(=O)C(C)N(C)C(=O)OC(C)(C)C)C3CCCCC3)C12, CO. Product: COC(=O)C1CNC2CCN(C(=O)C(NC(=O)C(C)N(C)C(=O)OC(C)(C)C)C3CCCCC3)C21. As a reaction SMILES: [CH3:1][O:2][C:3](=[O:4])[CH:5]1[CH:6]2[CH:7]([N:8]([C:10]([O:11][CH2:12][c:13]3[cH:14][cH:15][cH:16][cH:17][cH:18]3)=[O:19])[CH2:9]1)[CH2:20][CH2:21][N:22]2[C:23]([CH:24]([CH:25]1[CH2:26][CH2:27][CH2:28][CH2:29][CH2:30]1)[NH:31][C:32]([CH:33]([CH3:34])[N:35]([CH3:36])[C:37](=[O:38])[O:39][C:40]([CH3:41])([CH3:42])[CH3:43])=[O:44])=[O:45].[CH3:46][OH:47]>>[CH3:1][O:2][C:3](=[O:4])[CH:5]1[CH:6]2[CH:7]([NH:8][CH2:9]1)[CH2:20][CH2:21][N:22]2[C:23]([CH:24]([CH:25]1[CH2:26][CH2:27][CH2:28][CH2:29][CH2:30]1)[NH:31][C:32]([CH:33]([CH3:34])[N:35]([CH3:36])[C:37](=[O:38])[O:39][C:40]([CH3:41])([CH3:42])[CH3:43])=[O:44])=[O:45]. Reaction SMILES: [O:49]=[C:50]([O:51][CH2:52][CH3:53])[N:54]=[N:55][C:56]([O:57][CH2:58][CH3:59])=[O:60].[OH:1][CH:2]1[CH2:3][N:4]([S:13](=[O:14])(=[O:15])[c:16]2[cH:17][cH:18][c:19]([CH3:22])[cH:20][cH:21]2)[CH2:5][CH2:6][c:7]2[c:8]1[cH:9][cH:10][cH:11][cH:12]2.[OH:23][c:24]1[cH:25][cH:26][cH:27][cH:28][cH:29]1.[c:30]1([P:31]([c:32]2[cH:33][cH:34][cH:35][cH:36][cH:37]2)[c:38]2[cH:39][cH:40][cH:41][cH:42][cH:43]2)[cH:44][cH:45][cH:46][cH:47][cH:48]1.[cH:61]1[cH:62][cH:63][cH:64][cH:65][cH:66]1>>[O:1]([CH:2]1[CH2:3][N:4]([S:13](=[O:14])(=[O:15])[c:16]2[cH:17][cH:18][c:19]([CH3:22])[cH:20][cH:21]2)[CH2:5][CH2:6][c:7]2[c:8]1[cH:9][cH:10][cH:11][cH:12]2)[c:24]1[cH:25][cH:26][cH:27][cH:28][cH:29]1. The product is Cc1ccc(S(=O)(=O)N2CCc3ccccc3C(Oc3ccccc3)C2)cc1. Starting materials: CCOC(=O)N=NC(=O)OCC, Cc1ccc(S(=O)(=O)N2CCc3ccccc3C(O)C2)cc1, Oc1ccccc1, c1ccc(P(c2ccccc2)c2ccccc2)cc1, c1ccccc1. Reagents/catalysts: [Cu]I (copper(I) iodide). The reactants are solution, C(C)(C)[Mg]Cl (isopropylmagnesium chloride), [Cl-].[Li+] (lithium chloride), ClC1=CC=C(C=C1)I (1-chloro-4-iodobenzene), CC(C(C)=C(C(=O)OC)C(=O)OC)C (dimethyl (3-methylbutan-2-ylidene)malonate), ice. Run in C1CCOC1 (THF), C1CCOC1 (THF), C1CCOC1 (THF). As a reaction SMILES: [Cl:1][C:2]1[CH:7]=[CH:6][C:5](I)=[CH:4][CH:3]=1.C([Mg]Cl)(C)C.[Cl-].[Li+].[CH3:16][CH:17]([CH3:29])[C:18](=[C:20]([C:25]([O:27][CH3:28])=[O:26])[C:21]([O:23][CH3:24])=[O:22])[CH3:19]>C1COCC1.[Cu]I>[Cl:1][C:2]1[CH:7]=[CH:6][C:5]([C:18]([CH:20]([C:25]([O:27][CH3:28])=[O:26])[C:21]([O:23][CH3:24])=[O:22])([CH:17]([CH3:29])[CH3:16])[CH3:19])=[CH:4][CH:3]=1 |f:2.3|. Run at temperature -78 celsius, time 2 hour. Reported procedure: Under argon, 6.2 g (26 mmol) of 1-chloro-4-iodobenzene were dissolved in 50 ml of THF and cooled to −78° C. 24 ml (31.2 mmol) of a 1.3 M solution of isopropylmagnesium chloride×lithium chloride in THF were then slowly added dropwise. The reaction solution was then slowly warmed to −40° C. and stirred at this temperature for 2 h. The reaction solution was then warmed to −10° C., and 495 mg (2.6 mmol) of copper(I) iodide were added. 5 g (24.97 mmol) of dimethyl (3-methylbutan-2-ylidene)malonate, d... The product is ClC1=CC=C(C=C1)C(C)(C(C)C)C(C(=O)OC)C(=O)OC (Dimethyl [2-(4-chlorophenyl)-3-methylbutan-2-yl]malonate). Starting materials: CC(=O)OI1(C=2C=CC=CC2C(=O)O1)(OC(=O)C)OC(=O)C (Dess-Martin periodinane), C(CCC)C=1SC=C(N1)C(=O)N1CCOC2(C1)CCN(CC2)CC2=C(C(=CC=C2)CCO)F ((2-Butylthiazol-4-yl)(9-(2-fluoro-3-(2-hydroxyethyl)benzyl)-1-oxa-4,9-diazaspiro[5.5]undecan-4-yl)methanone), FC(C(=O)O)(F)F (trifluoroacetic acid), S(=S)(=O)([O-])[O-].[Na+].[Na+] (sodium thiosulphate), C([O-])(O)=O.[Na+] (sodium bicarbonate). Run in C(Cl)Cl (DCM), C(C)(=O)OCC (ethyl acetate). Run at time 1 hour. The product is C(CCC)C=1SC=C(N1)C(=O)N1CCOC2(C1)CCN(CC2)CC=2C(=C(C=CC2)CC=O)F (2-(3-((4-(2-Butylthiazole-4-carbonyl)-1-oxa-4,9-diazaspiro[5.5]undecan-9-yl)methyl)-2-fluorophenyl)acetaldehyde). Reaction SMILES: CC(OI1(OC(C)=O)(OC(C)=O)OC(=O)C2C=CC=CC1=2)=O.[CH2:23]([C:27]1[S:28][CH:29]=[C:30]([C:32]([N:34]2[CH2:39][C:38]3([CH2:44][CH2:43][N:42]([CH2:45][C:46]4[CH:51]=[CH:50][CH:49]=[C:48]([CH2:52][CH2:53][OH:54])[C:47]=4[F:55])[CH2:41][CH2:40]3)[O:37][CH2:36][CH2:35]2)=[O:33])[N:31]=1)[CH2:24][CH2:25][CH3:26].FC(F)(F)C(O)=O.S([O-])([O-])(=O)=S.[Na+].[Na+].C(=O)(O)[O-].[Na+]>C(Cl)Cl.C(OCC)(=O)C>[CH2:23]([C:27]1[S:28][CH:29]=[C:30]([C:32]([N:34]2[CH2:39][C:38]3([CH2:40][CH2:41][N:42]([CH2:45][C:46]4[C:47]([F:55])=[C:48]([CH2:52][CH:53]=[O:54])[CH:49]=[CH:50][CH:51]=4)[CH2:43][CH2:44]3)[O:37][CH2:36][CH2:35]2)=[O:33])[N:31]=1)[CH2:24][CH2:25][CH3:26] |f:3.4.5,6.7|. Procedure details: Dess-Martin periodinane (0.278 g) was added to a stirred solution of (2-butylthiazol-4-yl)(9-(2-fluoro-3-(2-hydroxyethyl)benzyl)-1-oxa-4,9-diazaspiro[5.5]undecan-4-yl)methanone (example 78, step i) (0.240 g) and trifluoroacetic acid (0.058 mL) in DCM (5 mL). After 1 h, ethyl acetate (30 mL) was added followed by a mixture of saturated sodium thiosulphate solution (5 mL) and saturated sodium bicarbonate solution (5 mL). The reaction mixture was shaken well and separated. The ethyl acetate solutio... Reactants: BrC=1C=C2C=CC(NC2=CC1)=O (6-bromo-2-[1H]-quinolone), F[B-](F)(F)F.C[O+](C)C (trimethyloxoniumtetrafluoroborate), [OH-].[Na+] (sodium hydroxide). Run in ClCCl (dichloromethane). Yields the product BrC=1C=C2C=CC(=NC2=CC1)OC (6-Bromo-2-methoxyquinoline). RXN SMILES: [Br:1][C:2]1[CH:3]=[C:4]2[C:9](=[CH:10][CH:11]=1)[NH:8][C:7](=[O:12])[CH:6]=[CH:5]2.F[B-](F)(F)F.[CH3:18][O+](C)C.[OH-].[Na+]>ClCCl>[Br:1][C:2]1[CH:3]=[C:4]2[C:9](=[CH:10][CH:11]=1)[N:8]=[C:7]([O:12][CH3:18])[CH:6]=[CH:5]2 |f:1.2,3.4|. Procedure: A mixture of 6-bromo-2-[1H]-quinolone (2.90 g) and trimethyloxoniumtetrafluoroborate (2.10 g) was stirred in dichloromethane (50 cm3) for 48 hours under nitrogen. Aqueous 10% sodium hydroxide (20 cm3) was added and the aqueous phase was extracted with dichloromethane (2×40 cm3). The dried (MgSO4) extracts were evaporated and the residue was crystallised from petroleum ether (b.p. 60°-80°) to yield the title compound, m.p. 90°-94°, (2.16 g).